Dataset: the Open Reaction Database (ORD), a public repository of structured organic reaction records. Task: describe an organic reaction: reactants, conditions, products, and yield The reactants are O=C(NCC12CC3CC(CC(C3)C1)C2)c1cc(CBr)ccc1Cl, O=C1CCNCC1. The product is O=C1CCN(Cc2ccc(Cl)c(C(=O)NCC34CC5CC(CC(C5)C3)C4)c2)CC1. RXN SMILES: [Br:1][CH2:2][c:3]1[cH:4][cH:5][c:6]([Cl:23])[c:7]([C:8](=[O:9])[NH:10][CH2:11][C:12]23[CH2:13][CH:14]4[CH2:15][CH:16]([CH2:17][CH:18]([CH2:19]2)[CH2:20]4)[CH2:21]3)[cH:22]1.[NH:24]1[CH2:25][CH2:26][C:27](=[O:30])[CH2:28][CH2:29]1>>[CH2:2]([c:3]1[cH:4][cH:5][c:6]([Cl:23])[c:7]([C:8](=[O:9])[NH:10][CH2:11][C:12]23[CH2:13][CH:14]4[CH2:15][CH:16]([CH2:17][CH:18]([CH2:19]2)[CH2:20]4)[CH2:21]3)[cH:22]1)[N:24]1[CH2:25][CH2:26][C:27](=[O:30])[CH2:28][CH2:29]1. Starting materials: [Li]CCCC, CCCCCC, CC1SCCCS1, C1CCOC1, O. The product is CCCC(O)C1(C)SCCCS1. RXN SMILES: [CH2:1]([CH2:2][CH2:3][CH3:4])[Li:5].[CH3:14][CH2:15][CH2:16][CH2:17][CH2:18][CH3:19].[CH3:6][CH:7]1[S:8][CH2:9][CH2:10][CH2:11][S:12]1.[O:20]1[CH2:21][CH2:22][CH2:23][CH2:24]1.[OH2:13]>>[CH:1]([CH2:2][CH2:3][CH3:4])([C:7]1([CH3:6])[S:8][CH2:9][CH2:10][CH2:11][S:12]1)[OH:13]. Starting materials: O (water), NC=1C=C(CN2CC(NS2(=O)=O)=O)C=CC1 (5-(3-Aminobenzyl)-1,1-dioxo-1,2,5-thiadiazolidin-3-one), NC=1C=C(CN2CC(NS2(=O)=O)=O)C=CC1 (5-(3-aminobenzyl)-1,1-dioxo-1,2,5-thiadiazolidin-3-one), C(C)(=O)OC(C)=O (acetic anhydride). Run in C(C)(=O)O (acetic acid). Conditions: time 72 hour. Product: O=S1(N(CC(N1)=O)CC=1C=C(C=CC1)NC(C)=O)=O (N-[3-(1,1,4-trioxo-1,2,5-thiadiazolidin-2-ylmethyl)phenyl]acetamide). RXN SMILES: [NH2:1][C:2]1[CH:3]=[C:4]([CH:14]=[CH:15][CH:16]=1)[CH2:5][N:6]1[S:10](=[O:12])(=[O:11])[NH:9][C:8](=[O:13])[CH2:7]1.[C:17](OC(=O)C)(=[O:19])[CH3:18].O>C(O)(=O)C>[O:11]=[S:10]1(=[O:12])[NH:9][C:8](=[O:13])[CH2:7][N:6]1[CH2:5][C:4]1[CH:3]=[C:2]([NH:1][C:17](=[O:19])[CH3:18])[CH:16]=[CH:15][CH:14]=1. Procedure details: A solution of the title compound of Example 6, 5-(3-aminobenzyl)-1,1-dioxo-1,2,5-thiadiazolidin-3-one (10 mg, 0.041 mmol) in acetic acid (AcOH, 5 mL) is treated with acetic anhydride (85 mg, 0.83 mmol) and stirred at RT for 72 h. The mixture is stirred with water for 2 h, then concentrated to dryness. The crude mixture is purified by LC/MS to afford N-[3-(1,1,4-trioxo-1,2,5-thiadiazolidin-2-ylmethyl)phenyl]acetamide: [M−1]−=282. Starting materials: N(C1=CC=CC=C1)C=1SC2=C(C(N1)=O)C=CC=N2 (2-anilino-4H-pyrido[3,2-e]-1,3-thiazin-4-one), [H-].[Li+] (lithium hydride), C(C)I (ethyl iodide). Yields the product C(C)N1C(SC2=C(C1=O)C=CC=N2)=NC2=CC=CC=C2 (3-ethyl-2-phenylimino-2,3-dihydro-4H-pyrido[3,2-e]-1,3-thiazin-4-one). RXN SMILES: [NH:1]([C:8]1[S:9][C:10]2[N:18]=[CH:17][CH:16]=[CH:15][C:11]=2[C:12](=[O:14])[N:13]=1)[C:2]1[CH:7]=[CH:6][CH:5]=[CH:4][CH:3]=1.[H-].[Li+].[CH2:21](I)[CH3:22]>>[CH2:21]([N:13]1[C:12](=[O:14])[C:11]2[CH:15]=[CH:16][CH:17]=[N:18][C:10]=2[S:9][C:8]1=[N:1][C:2]1[CH:3]=[CH:4][CH:5]=[CH:6][CH:7]=1)[CH3:22] |f:1.2|. Procedure: The reaction procedure of Example 11 was followed except that 255 mg of 2-anilino-4H-pyrido[3,2-e]-1,3-thiazin-4-one, 9 mg of lithium hydride and 0.081 ml of ethyl iodide were used. As a result, 204 mg of 3-ethyl-2-phenylimino-2,3-dihydro-4H-pyrido[3,2-e]-1,3-thiazin-4-one was obtained. The reactants are CC1=C(C=C(C(=C1)N)C)N (2,5-Dimethyl(p-phenylenediamine)), NC1=CC=CC=C1 (aniline). The product is C1=CC=CC=2C3=CC=CC=C3CC12 (fluorene), 9,9-bis[(2,5-diethyl-4-amino)phenyl]fluorene. Reaction SMILES: C[C:2]1[CH:7]=[C:6](N)[C:5]([CH3:9])=[CH:4][C:3]=1N.N[C:12]1[CH:17]=[CH:16][CH:15]=[CH:14][CH:13]=1>>[CH:13]1[C:14]2[CH2:15][C:6]3[C:5](=[CH:4][CH:3]=[CH:2][CH:7]=3)[C:9]=2[CH:16]=[CH:17][CH:12]=1. Procedure details: In the following Examples, 9,9-bis(3-methyl-4-aminophenyl)fluorene (OTBAF) was prepared as described in U.S. Pat. No. 4,684,678, Example 2. It was recrystallized from anhydrous dichloroethane prior to use. p-Phenylenediamine (PDA) was obtained in a sublimed, zone-refined form from Aldrich Chemical Company. 2,5-Dimethyl(p-phenylenediamine) (DMPDA) was obtained from Aldrich and recrystallized from absolute ethanol prior to use. 4,4'-(1,4-Phenylenebis(1-methylethylidene)) bisbenzamine (EHBPT) was o... Conditions: temperature 0 celsius, time 24 hour. Product: C(C1=CC=CC=C1)O[C@@H]1[C@H]2C(=O)O[C@@H]1CCN2C(=O)OCC2=CC=CC=C2 (3-O-benzyl-N-benzyloxycarbonyl-2,6-imino-2,5,6-trideoxy-D-lyxo-hexono-1,4-lactone). Reactants: C(C1=CC=CC=C1)O[C@@H]1[C@@H](C=O)N(CC[C@H]1O)C(=O)OCC1=CC=CC=C1 (3-O-Benzyl-N-benzyloxycarbonyl-2,6-imino-2,5,6-trideoxy-D-lyxo-hexose), C([O-])([O-])=O.[Ba+2] (barium carbonate), BrBr (bromine), S(=S)(=O)([O-])[O-].[Na+].[Na+] (Sodium thiosulphate), BrBr (bromine). Solvent: O1CCOCC1 (1,4-dioxan), O (water). RXN SMILES: [CH2:1]([O:8][C@H:9]1[C@H:16]([OH:17])[CH2:15][CH2:14][N:13]([C:18]([O:20][CH2:21][C:22]2[CH:27]=[CH:26][CH:25]=[CH:24][CH:23]=2)=[O:19])[C@@H:10]1[CH:11]=[O:12])[C:2]1[CH:7]=[CH:6][CH:5]=[CH:4][CH:3]=1.C(=O)([O-])[O-].[Ba+2].BrBr.S([O-])([O-])(=O)=S.[Na+].[Na+]>O1CCOCC1.O>[CH2:1]([O:8][C@H:9]1[C@H:16]2[CH2:15][CH2:14][N:13]([C:18]([O:20][CH2:21][C:22]3[CH:27]=[CH:26][CH:25]=[CH:24][CH:23]=3)=[O:19])[C@@H:10]1[C:11]([O:17]2)=[O:12])[C:2]1[CH:3]=[CH:4][CH:5]=[CH:6][CH:7]=1 |f:1.2,4.5.6|. Yield: 84.6%. Procedure details: A solution of 1,5-imino-1,2,5-trideoxy-D-arabino-hexitol (24) (407 mg, 1.10 mmol) in a 1:3 mixture of water and 1,4-dioxan containing barium carbonate (653 mg, 3.31 mmol), was cooled to 0° C. and treated with bromine (70 μl, 221 mg, 1.37 mmol), then stirred at room temperature for 24 hours. Sodium thiosulphate solution (1M, aqueous) was added until the bromine was removed then the solution acidified with hydrochloric acid (2M, aq, 30 ml) and centrifuged. The supernatent was removed and extracted... Starting materials: COCOc1cc(OC)c(OCOC)c(CCO[Si](C)(C)C(C)(C)C)c1OC, CCCC[N+](CCCC)(CCCC)CCCC, [F-], C1CCOC1. The product is COCOc1cc(OC)c(OCOC)c(CCO)c1OC. Reaction SMILES: [C:1]([Si:2]([CH3:3])([CH3:4])[O:8][CH2:9][CH2:10][c:11]1[c:12]([O:27][CH3:28])[c:13]([O:23][CH2:24][O:25][CH3:26])[cH:14][c:15]([O:21][CH3:22])[c:16]1[O:17][CH2:18][O:19][CH3:20])([CH3:5])([CH3:6])[CH3:7].[CH2:30]([N+:31]([CH2:32][CH2:33][CH2:34][CH3:35])([CH2:36][CH2:37][CH2:38][CH3:39])[CH2:40][CH2:41][CH2:42][CH3:43])[CH2:44][CH2:45][CH3:46].[F-:29].[O:47]1[CH2:48][CH2:49][CH2:50][CH2:51]1>>[OH:8][CH2:9][CH2:10][c:11]1[c:12]([O:27][CH3:28])[c:13]([O:23][CH2:24][O:25][CH3:26])[cH:14][c:15]([O:21][CH3:22])[c:16]1[O:17][CH2:18][O:19][CH3:20]. Starting materials: ClCCl, CCCCc1nc2c(N)nc3cccnc3c2n1CCNC(=O)OC(C)(C)C, O=C(O)C(F)(F)F. The product is CCCCc1nc2c(N)nc3cccnc3c2n1CCN. As a reaction SMILES: [Cl:36][CH2:37][Cl:38].[NH2:8][c:9]1[n:10][c:11]2[cH:12][cH:13][cH:14][n:15][c:16]2[c:17]2[c:18]1[n:19][c:20]([CH2:32][CH2:33][CH2:34][CH3:35])[n:21]2[CH2:22][CH2:23][NH:24][C:25](=[O:26])[O:27][C:28]([CH3:29])([CH3:30])[CH3:31].[OH:1][C:2]([C:3]([F:4])([F:5])[F:6])=[O:7]>>[NH2:8][c:9]1[n:10][c:11]2[cH:12][cH:13][cH:14][n:15][c:16]2[c:17]2[c:18]1[n:19][c:20]([CH2:32][CH2:33][CH2:34][CH3:35])[n:21]2[CH2:22][CH2:23][NH2:24].